describe an organic reaction: reactants, conditions, products, and yield From a dataset of the Open Reaction Database (ORD), a public repository of structured organic reaction records. Reactants: C(C1=CC=CC=C1)OC(=O)N1[C@@H](C[C@@H](C1)N)C=1OC(=CN1)C1=CC=CC=C1 ((2S,4S)-4-amino-2-(5-phenyl-oxazol-2-yl)-pyrrolidine-1-carboxylic acid benzyl ester), OC1=C(C=CC2=CC=CC=C12)C(=O)O (1-hydroxy-naphthalene-2-carboxylic acid). Product: C(C1=CC=CC=C1)OC(=O)N1[C@@H](C[C@@H](C1)NC(=O)C1=C(C2=CC=CC=C2C=C1)O)C=1OC(=CN1)C1=CC=CC=C1 ((2S,4S)-4-[(1-hydroxy-naphthalene-2-carbonyl)-amino]-2-(5-phenyl-oxazol-2-yl)-pyrrolidine-1-carboxylic acid benzyl ester). As a reaction SMILES: [CH2:1]([O:8][C:9]([N:11]1[CH2:15][C@@H:14]([NH2:16])[CH2:13][C@H:12]1[C:17]1[O:18][C:19]([C:22]2[CH:27]=[CH:26][CH:25]=[CH:24][CH:23]=2)=[CH:20][N:21]=1)=[O:10])[C:2]1[CH:7]=[CH:6][CH:5]=[CH:4][CH:3]=1.[OH:28][C:29]1[C:38]2[C:33](=[CH:34][CH:35]=[CH:36][CH:37]=2)[CH:32]=[CH:31][C:30]=1[C:39](O)=[O:40]>>[CH2:1]([O:8][C:9]([N:11]1[CH2:15][C@@H:14]([NH:16][C:39]([C:30]2[CH:31]=[CH:32][C:33]3[C:38](=[CH:37][CH:36]=[CH:35][CH:34]=3)[C:29]=2[OH:28])=[O:40])[CH2:13][C@H:12]1[C:17]1[O:18][C:19]([C:22]2[CH:27]=[CH:26][CH:25]=[CH:24][CH:23]=2)=[CH:20][N:21]=1)=[O:10])[C:2]1[CH:3]=[CH:4][CH:5]=[CH:6][CH:7]=1. Reported procedure: (2S,4S)-4-[(1-hydroxy-naphthalene-2-carbonyl)-amino]-2-(5-phenyl-oxazol-2-yl)-pyrrolidine-1-carboxylic acid benzyl ester was prepared from (2S,4S)-4-amino-2-(5-phenyl-oxazol-2-yl)-pyrrolidine-1-carboxylic acid benzyl ester and 1-hydroxy-naphthalene-2-carboxylic acid in an analogous manner to example 1. MS calcd. for C32H28N3O5 [(M+H)+] 534, obsd. 534. Reactants: Cl (hydrochloric acid), C1(=C(C(=CC(=C1)C)C)C1=C(C=NC=C1)NC(OC(C)(C)C)=O)C (tert-butyl N-(4-mesityl-3-pyridyl)carbamate), [OH-].[Na+] (sodium hydroxide), aqueous solution. The solvent is C(C)(=O)OCC (ethyl acetate), C(C)(=O)OCC (ethyl acetate). Reaction conditions: time 1 hour. The product is C1(=C(C(=CC(=C1)C)C)C1=C(C=NC=C1)N)C (4-Mesityl-3-pyridinamine). Isolated yield 3.8%. As a reaction SMILES: Cl.[C:2]1([CH3:24])[CH:7]=[C:6]([CH3:8])[CH:5]=[C:4]([CH3:9])[C:3]=1[C:10]1[CH:15]=[CH:14][N:13]=[CH:12][C:11]=1[NH:16]C(=O)OC(C)(C)C.[OH-].[Na+]>C(OCC)(=O)C>[C:2]1([CH3:24])[CH:7]=[C:6]([CH3:8])[CH:5]=[C:4]([CH3:9])[C:3]=1[C:10]1[CH:15]=[CH:14][N:13]=[CH:12][C:11]=1[NH2:16] |f:2.3|. Procedure: A 4N hydrochloric acid solution in ethyl acetate (100 mL) was added to a solution of tert-butyl N-(4-mesityl-3-pyridyl)carbamate (19.5 g, 62 mmol) in ethyl acetate (100 mL) followed by stirring for one hour. The solution was neutralized with a 5N aqueous solution of sodium hydroxide, extracted with ethyl acetate. The organic layer was washed with brine, dried over anhydrous magnesium sulfate and evaporated. The residue was purified by silica gel column chromatography (20% ethyl acetate/hexane), ...